This data is from the Open Reaction Database (ORD), a public repository of structured organic reaction records. The task is: describe an organic reaction: reactants, conditions, products, and yield Reactants: N1=CC=C(C=C1)\C(=C/C(=O)OCC)\C ((Z)-ethyl 3-(pyridin-4-yl)but-2-enoate). Reagents/catalysts: [Pd] (Palladium on carbon). Solvent: CCO (EtOH). The product is N1=CC=C(C=C1)C(CC(=O)OCC)C (ethyl 3-(pyridin-4-yl)butanoate). The yield is 70.7%. RXN SMILES: [N:1]1[CH:6]=[CH:5][C:4](/[C:7](/[CH3:14])=[CH:8]\[C:9]([O:11][CH2:12][CH3:13])=[O:10])=[CH:3][CH:2]=1>[Pd].CCO>[N:1]1[CH:6]=[CH:5][C:4]([CH:7]([CH3:14])[CH2:8][C:9]([O:11][CH2:12][CH3:13])=[O:10])=[CH:3][CH:2]=1. Procedure details: Palladium on carbon (70 mg, 10 wt. %) was added to a solution of (Z)-ethyl 3-(pyridin-4-yl)but-2-enoate (0.70 g, 3.66 mmol) in EtOH (10 ml) and hydrogenated under balloon pressure for 18 h. The reaction mixture was filtered through a pad of celite and washed with EtOH. The filtrate was concentrated under reduced pressure to afford 0.50 g (71.4%) of ethyl 3-(pyridin-4-yl)butanoate as light brown color liquid. Reactants: ClC1=C2C=CC(=NC2=CC(=C1)Cl)C1=CC(=CC(=C1)C)C (5,7-dichloro-2-(3,5-dimethylphenyl)quinoline), C(C(C)C)B(O)O (isobutylboronic acid), C1(CCCCC1)P(C1=C(C=CC=C1)C1=C(C=CC=C1OC)OC)C1CCCCC1 (dicyclohexyl(2′,6′-dimethoxy-[1,1′-biphenyl]-2-yl)phosphine), O.P(=O)([O-])([O-])[O-].[K+].[K+].[K+] (potassium phosphate monohydrate). Reagents/catalysts: C=1C=CC(=CC1)/C=C/C(=O)/C=C/C2=CC=CC=C2.C=1C=CC(=CC1)/C=C/C(=O)/C=C/C2=CC=CC=C2.C=1C=CC(=CC1)/C=C/C(=O)/C=C/C2=CC=CC=C2.[Pd].[Pd] (Pd2(dba)3). The solvent is C1(=CC=CC=C1)C (toluene), O (water). Yields the product CC=1C=C(C=C(C1)C)C1=NC2=CC(=CC(=C2C=C1)CC(C)C)CC(C)C (2-(3,5-dimethylphenyl)-5,7-diisobutylquinoline). Isolated yield 592.5%. Reaction SMILES: Cl[C:2]1[CH:11]=[C:10](Cl)[CH:9]=[C:8]2[C:3]=1[CH:4]=[CH:5][C:6]([C:13]1[CH:18]=[C:17]([CH3:19])[CH:16]=[C:15]([CH3:20])[CH:14]=1)=[N:7]2.[CH2:21](B(O)O)[CH:22]([CH3:24])[CH3:23].C1(P(C2CCCCC2)[C:35]2C=CC=[CH:37][C:36]=2[C:41]2C(OC)=CC=CC=2OC)CCCCC1.O.P([O-])([O-])([O-])=O.[K+].[K+].[K+]>C1(C)C=CC=CC=1.C1C=CC(/C=C/C(/C=C/C2C=CC=CC=2)=O)=CC=1.C1C=CC(/C=C/C(/C=C/C2C=CC=CC=2)=O)=CC=1.C1C=CC(/C=C/C(/C=C/C2C=CC=CC=2)=O)=CC=1.[Pd].[Pd].O>[CH3:20][C:15]1[CH:14]=[C:13]([C:6]2[CH:5]=[CH:4][C:3]3[C:8](=[CH:9][C:10]([CH2:35][CH:36]([CH3:41])[CH3:37])=[CH:11][C:2]=3[CH2:21][CH:22]([CH3:24])[CH3:23])[N:7]=2)[CH:18]=[C:17]([CH3:19])[CH:16]=1 |f:3.4.5.6.7,9.10.11.12.13|. Reported procedure: 5,7-dichloro-2-(3,5-dimethylphenyl)quinoline (4.8 g, 15.9 mmol), isobutylboronic acid (6.48 g, 63.5 mmol), dicyclohexyl(2′,6′-dimethoxy-[1,1′-biphenyl]-2-yl)phosphine (1.04 g, 2.54 mmol), Pd2(dba)3 (0.582 g, 0.635 mmol), potassium phosphate monohydrate (36.6 g, 159 mmol) and 2 mL of water were mixed in 240 mL of toluene. The system was degassed with nitrogen for 20 minutes and refluxed overnight. After cooling to room temperature, the reaction mixture was filtered through a Celite® plug and elut... Reactants: Cl, [Na+], [OH-], O=C(O)C1CCCN1, Cc1ccc(S(=O)(=O)Cl)cc1. Yields the product Cc1ccc(S(=O)(=O)N2CCCC2C(=O)O)cc1. Reaction SMILES: [ClH:22].[Na+:10].[OH-:9].[OH:1][C:2](=[O:3])[CH:4]1[CH2:5][CH2:6][CH2:7][NH:8]1.[c:11]1([CH3:21])[cH:12][cH:13][c:14]([S:17](=[O:18])(=[O:19])[Cl:20])[cH:15][cH:16]1>>[OH:1][C:2](=[O:3])[CH:4]1[CH2:5][CH2:6][CH2:7][N:8]1[S:17]([c:14]1[cH:13][cH:12][c:11]([CH3:21])[cH:16][cH:15]1)(=[O:18])=[O:19]. The product is COC(=O)C(Cc1cnc(Cl)nc1Cl)c1ccc(OC)cc1. As a reaction SMILES: [CH2:11]([Li:12])[CH2:13][CH2:14][CH3:15].[CH3:16][O:17][C:18]([CH2:19][c:20]1[cH:21][cH:22][c:23]([O:26][CH3:27])[cH:24][cH:25]1)=[O:28].[CH3:44][CH2:45][O:46][C:47](=[O:48])[CH3:49].[CH:1]([NH:2][CH:3]1[CH2:4][CH2:5][CH2:6][CH2:7][CH2:8]1)([CH3:9])[CH3:10].[Cl:29][c:30]1[n:31][cH:32][c:33]([CH2:37][I:38])[c:34]([Cl:36])[n:35]1.[O:39]1[CH2:40][CH2:41][CH2:42][CH2:43]1>>[CH3:16][O:17][C:18]([CH:19]([c:20]1[cH:21][cH:22][c:23]([O:26][CH3:27])[cH:24][cH:25]1)[CH2:37][c:33]1[cH:32][n:31][c:30]([Cl:29])[n:35][c:34]1[Cl:36])=[O:28]. Reactants: [Li]CCCC, COC(=O)Cc1ccc(OC)cc1, CCOC(C)=O, CC(C)NC1CCCCC1, Clc1ncc(CI)c(Cl)n1, C1CCOC1. Reactants: C(CCCCCCCCCCC)OC1=CC=C(C=C1)CC(=O)OCC(=O)OCC (ethoxycarbonylmethyl 4-dodecyloxyphenylacetate), CC(C)([O-])C.[K+] (potassium tertiary butoxide), Cl (HCl). The solvent is C1CCOC1 (THF), CN(C)C=O (DMF). Reaction conditions: time 1 hour. The product is C(CCCCCCCCCCC)OC1=CC=C(C=C1)C=1C(=O)OCC1O (2-(4-dodecyloxyphenyl)-3-hydroxy-2-buten-4-olide). Isolated yield 64.0%. As a reaction SMILES: [CH2:1]([O:13][C:14]1[CH:19]=[CH:18][C:17]([CH2:20][C:21]([O:23][CH2:24][C:25]([O:27]CC)=O)=[O:22])=[CH:16][CH:15]=1)[CH2:2][CH2:3][CH2:4][CH2:5][CH2:6][CH2:7][CH2:8][CH2:9][CH2:10][CH2:11][CH3:12].CC(C)([O-])C.[K+].Cl>C1COCC1.CN(C=O)C>[CH2:1]([O:13][C:14]1[CH:19]=[CH:18][C:17]([C:20]2[C:21]([O:23][CH2:24][C:25]=2[OH:27])=[O:22])=[CH:16][CH:15]=1)[CH2:2][CH2:3][CH2:4][CH2:5][CH2:6][CH2:7][CH2:8][CH2:9][CH2:10][CH2:11][CH3:12] |f:1.2|. Procedure details: In a mixture of THF (50 ml) and DMF (10 ml) was dissolved ethoxycarbonylmethyl 4-dodecyloxyphenylacetate (5.0 g, 0.013 mol.). To the solution was added at room temperature potassium tertiary butoxide (2 g, 0.017 mol.). The mixture was stirred at room temperature for one hour, after which was added 2N HCl (20 ml). The resultant mixture was extracted with ethyl acetate. The organic layer was washed with water, dried and concentrated under reduced pressure The resultant crude crystals were recrysta... Starting materials: COC1=NS(=O)N=C1NCCSCc1csc(CN(C)C)n1, COC1=NS(=O)N=C1OC, N. Yields the product CN(C)Cc1nc(CSCCNC2=NS(=O)N=C2N)cs1. As a reaction SMILES: [CH3:1][N:2]([CH3:3])[CH2:4][c:5]1[s:6][cH:7][c:8]([CH2:10][S:11][CH2:12][CH2:13][NH:14][C:15]2=[N:16][S:17](=[O:22])[N:18]=[C:19]2[O:20][CH3:21])[n:9]1.[CH3:23][O:24][C:25]1=[N:26][S:31](=[O:32])[N:30]=[C:27]1[O:28][CH3:29].[NH3:33]>>[CH3:1][N:2]([CH3:3])[CH2:4][c:5]1[s:6][cH:7][c:8]([CH2:10][S:11][CH2:12][CH2:13][NH:14][C:15]2=[N:16][S:17](=[O:22])[N:18]=[C:19]2[NH2:26])[n:9]1. Reactants: NCCCC1=CNC(N1)(C(=O)O)C1=NNC=C1NC(C1=C(C=CC=C1F)F)=O (5-(3-amino-propyl)-2-[4-(2,6-difluoro-benzoylamino)-1H-pyrazol-3-yl]-1H-imidazole carboxylic acid), C(CCl)Cl (EDC), C=1C=CC2=C(C1)N=NN2O (HOBt), CN(C)C=O (DMF). The solvent is ClCCl (dichloromethane). Run at time 48 hour. The product is FC1=C(C(=O)NC=2C(=NNC2)C=2NC=3CCCNC(C3N2)=O)C(=CC=C1)F (2,6-difluoro-N-[3-(4-oxo-1,4,5,6,7,8-hexahydro-1,3,5-triaza-azulen-2-yl)-1H-pyrazol-4-yl]-benzamide). The yield is 13.0%. As a reaction SMILES: [NH2:1][CH2:2][CH2:3][CH2:4][C:5]1[NH:9][C:8]([C:13]2[C:17]([NH:18][C:19](=[O:28])[C:20]3[C:25]([F:26])=[CH:24][CH:23]=[CH:22][C:21]=3[F:27])=[CH:16][NH:15][N:14]=2)(C(O)=O)[NH:7][CH:6]=1.C(Cl)CCl.C1C=CC2N(O)N=NC=2C=1.CN([CH:46]=[O:47])C>ClCCl>[F:27][C:21]1[CH:22]=[CH:23][CH:24]=[C:25]([F:26])[C:20]=1[C:19]([NH:18][C:17]1[C:13]([C:8]2[NH:9][C:5]3[CH2:4][CH2:3][CH2:2][NH:1][C:46](=[O:47])[C:6]=3[N:7]=2)=[N:14][NH:15][CH:16]=1)=[O:28]. Reported procedure: To a stirred solution of 5-(3-amino-propyl)-2-[4-(2,6-difluoro-benzoylamino)-1H-pyrazol-3-yl]-1H-imidazole carboxylic acid (200 mg, 0.51 mmoles) in DMF (10 ml) and dichloromethane (10 ml) was added EDC (118 mg, 0.62 mmoles), HOBt (84 mg, 0.62 mmoles) and NEM (260 μl, 2.04 mmoles). The solution was stirred at ambient temperature for 48 hours and then partitioned between EtOAc and water. The organic portion was dried (MgSO4), filtered and evaporated in vacuo. The residue was purified by flash colu...